From a dataset of the Open Reaction Database (ORD), a public repository of structured organic reaction records. describe an organic reaction: reactants, conditions, products, and yield Starting materials: Cc1cccc(C)c1C(=O)Oc1cccc(C(=O)CCC(=O)OCc2ccccc2)c1, CCOC(C)=O. The product is Cc1cccc(C)c1C(=O)Oc1cccc(C(=O)CCC(=O)O)c1. RXN SMILES: [CH3:1][c:2]1[c:3]([C:4](=[O:5])[O:6][c:7]2[cH:8][c:9]([C:13]([CH2:14][CH2:15][C:16](=[O:17])[O:18][CH2:19][c:20]3[cH:21][cH:22][cH:23][cH:24][cH:25]3)=[O:26])[cH:10][cH:11][cH:12]2)[c:27]([CH3:31])[cH:28][cH:29][cH:30]1.[CH3:32][CH2:33][O:34][C:35](=[O:36])[CH3:37]>>[CH3:1][c:2]1[c:3]([C:4](=[O:5])[O:6][c:7]2[cH:8][c:9]([C:13]([CH2:14][CH2:15][C:16](=[O:17])[OH:18])=[O:26])[cH:10][cH:11][cH:12]2)[c:27]([CH3:31])[cH:28][cH:29][cH:30]1.